This data is from the Open Reaction Database (ORD), a public repository of structured organic reaction records. The task is: describe an organic reaction: reactants, conditions, products, and yield The reactants are [OH-].[Na+] (sodium hydroxide), N1=CN=C(C=C1)C(CC(=O)OCC)=O (ethyl 3-(4-pyrimidinyl)-3-oxopropionate), Cl.C(C1=CC=CC=C1)OC(NCCC(N)=N)=O ((2-Carbamimidoyl-ethyl)-carbamic acid benzyl ester hydrochloride). Solvent: C(C)O (ethanol). Product: C(C1=CC=CC=C1)OC(NCCC=1NC(C=C(N1)C1=NC=NC=C1)=O)=O ([2-(6-Oxo-1,6-dihydro-[4,4′]bipyrimidinyl-2-yl)ethyl]-carbamic acid benzyl ester). Isolated yield 33.0%. As a reaction SMILES: Cl.[CH2:2]([O:9][C:10](=[O:17])[NH:11][CH2:12][CH2:13][C:14](=[NH:16])[NH2:15])[C:3]1[CH:8]=[CH:7][CH:6]=[CH:5][CH:4]=1.[OH-].[Na+].[N:20]1[CH:25]=[CH:24][C:23]([C:26](=O)[CH2:27][C:28](OCC)=[O:29])=[N:22][CH:21]=1>C(O)C>[CH2:2]([O:9][C:10](=[O:17])[NH:11][CH2:12][CH2:13][C:14]1[NH:15][C:28](=[O:29])[CH:27]=[C:26]([C:23]2[CH:24]=[CH:25][N:20]=[CH:21][N:22]=2)[N:16]=1)[C:3]1[CH:4]=[CH:5][CH:6]=[CH:7][CH:8]=1 |f:0.1,2.3|. Procedure: To a suspension of 6 g (23.3 mmol) of (2-Carbamimidoyl-ethyl)-carbamic acid benzyl ester hydrochloride (1:1) in 60 ml of ethanol were added 0.93 g (23.3 mmol) of sodium hydroxide and 4.5 g (23.3 mmol) of ethyl 3-(4-pyrimidinyl)-3-oxopropionate (prepared by analogy to the method described in patent DE2705582). The resulting mixture was stirred under reflux for 12 h. The cooled solution was evaporated to remove solvent. The resulting mixture was treated with water and the precipitate was filtered,... Starting materials: C(C)OC(=O)C=1C=NNC1 (1H-pyrazole-4-carboxylic acid ethyl ester), [H-].[Na+] (sodium hydride), C(C)(C)(C)OC(=O)N1CCC(CC1)OS(=O)(=O)C (4-methanesulfonyloxy-piperidine-1-carboxylic acid tert-butyl ester), [OH-].[Na+] (sodium hydroxide). The solvent is CN(C=O)C (N,N-dimethylformamide), CN(C=O)C (N,N-dimethylformamide), O (water), CO (methanol), O (water). Conditions: temperature 100 celsius, time 1 hour. The product is C(C)(C)(C)OC(=O)N1CCC(CC1)N1N=CC(=C1)C(=O)O (4-(4-Carboxy-pyrazol-1-yl)-piperidine-1-carboxylic acid tert-butyl ester). Isolated yield 40.0%. As a reaction SMILES: C([O:3][C:4]([C:6]1[CH:7]=[N:8][NH:9][CH:10]=1)=[O:5])C.[H-].[Na+].[C:13]([O:17][C:18]([N:20]1[CH2:25][CH2:24][CH:23](OS(C)(=O)=O)[CH2:22][CH2:21]1)=[O:19])([CH3:16])([CH3:15])[CH3:14].[OH-].[Na+]>CN(C)C=O.O.CO>[C:13]([O:17][C:18]([N:20]1[CH2:25][CH2:24][CH:23]([N:9]2[CH:10]=[C:6]([C:4]([OH:3])=[O:5])[CH:7]=[N:8]2)[CH2:22][CH2:21]1)=[O:19])([CH3:16])([CH3:14])[CH3:15] |f:1.2,4.5|. Reported procedure: To a solution of 1H-pyrazole-4-carboxylic acid ethyl ester (701 mg, 5 mmol) in dry N,N-dimethylformamide (15 mL) at 0-5° C., under argon, was added 60% sodium hydride (480 mg, 1.2 eq). After stirring for 1 hour was added a solution of 4-methanesulfonyloxy-piperidine-1-carboxylic acid tert-butyl ester (1.53 g, 1.1 eq) in dry N,N-dimethylformamide (4 mL). The mixture was heated to 100° C., stirred for 6 hours then treated with water and extracted with ethyl acetate. The organic layer was separated...